Dataset: the Open Reaction Database (ORD), a public repository of structured organic reaction records. Task: describe an organic reaction: reactants, conditions, products, and yield Starting materials: OCCCN1N=CC(=C1)C=1C=CC(=C2C(N(CC12)C)=O)NC1=NC(=NC=C1C(F)(F)F)NC1=C(C=C(CP(OCC)(OCC)=O)C=C1)OC (diethyl (4-{[4-({7-[1-(3-hydroxypropyl)-1H-pyrazol-4-yl]-2-methyl-3-oxo-2,3-dihydro-1H-isoindol-4-yl}amino)-5-(trifluoromethyl)pyrimidin-2-yl]amino}-3-methoxybenzyl)phosphonate), ClC1=NC(=NC=C1C(F)(F)F)NC1=C(C=C(CP(OCC)(OCC)=O)C=C1)OC (diethyl (4-{[4-chloro-5-(trifluoromethyl)pyrimidin-2-yl]amino}-3-methoxybenzyl)phosphonate), ClC=1C=C(CP(OCC)(OCC)=O)C=CC1NC1=NC=C(C(=N1)Cl)C(F)(F)F (diethyl (3-chloro-4-{[4-chloro-5-(trifluoromethyl)pyrimidin-2-yl]amino}benzyl)phosphonate), NC=1C(=NC(=CC1)C=1C=NN(C1)CCCO)C(=O)NC (3-amino-6-[1-(3-hydroxypropyl)-1H-pyrazol-4-yl]-N-methylpyridine-2-carboxamide), NC=1C(=NC(=CC1)C=1C=NN(C1)CCCO)C(=O)NC (3-amino-6-[1-(3-hydroxypropyl)-1H-pyrazol-4-yl]-N-methylpyridine-2-carboxamide), ClC=1C=C(CP(OCC)(OCC)=O)C=CC1NC1=NC=C(C(=N1)Cl)C(F)(F)F (diethyl (3-chloro-4-{[4-chloro-5-(trifluoromethyl)pyrimidin-2-yl]amino}benzyl)phosphonate). Product: ClC=1C=C(CP(OCC)(OCC)=O)C=CC1NC1=NC=C(C(=N1)NC=1C(=NC(=CC1)C=1C=NN(C1)CCCO)C(NC)=O)C(F)(F)F (Diethyl (3-chloro-4-{[4-({6-[1-(3-hydroxypropyl)-1H-pyrazol-4-yl]-2-(methylcarbamoyl)pyridin-3-yl}amino)-5-(trifluoromethyl)pyrimidin-2-yl]amino}benzyl)phosphonate). Isolated yield 25.0%. As a reaction SMILES: OCCCN1C=C(C2C=CC(NC3C(C(F)(F)F)=CN=C(NC4C=CC(CP(=O)(OCC)OCC)=CC=4OC)N=3)=C3C=2CN(C)C3=O)C=N1.[NH2:50][C:51]1[C:52]([C:66]([NH:68][CH3:69])=[O:67])=[N:53][C:54]([C:57]2[CH:58]=[N:59][N:60]([CH2:62][CH2:63][CH2:64][OH:65])[CH:61]=2)=[CH:55][CH:56]=1.ClC1C(C(F)(F)F)=CN=C(NC2C=CC(CP(=O)(OCC)OCC)=CC=2OC)N=1.[Cl:99][C:100]1[CH:101]=[C:102]([CH:112]=[CH:113][C:114]=1[NH:115][C:116]1[N:121]=[C:120](Cl)[C:119]([C:123]([F:126])([F:125])[F:124])=[CH:118][N:117]=1)[CH2:103][P:104](=[O:111])([O:108][CH2:109][CH3:110])[O:105][CH2:106][CH3:107]>>[Cl:99][C:100]1[CH:101]=[C:102]([CH:112]=[CH:113][C:114]=1[NH:115][C:116]1[N:117]=[C:118]([NH:50][C:51]2[C:52]([C:66](=[O:67])[NH:68][CH3:69])=[N:53][C:54]([C:57]3[CH:58]=[N:59][N:60]([CH2:62][CH2:63][CH2:64][OH:65])[CH:61]=3)=[CH:55][CH:56]=2)[C:119]([C:123]([F:126])([F:124])[F:125])=[CH:120][N:121]=1)[CH2:103][P:104](=[O:111])([O:108][CH2:109][CH3:110])[O:105][CH2:106][CH3:107]. Procedure: Prepared analogously to Compound 1B replacing Compound 1C with 3-amino-6-[1-(3-hydroxypropyl)-1H-pyrazol-4-yl]-n-methylpyridine-2-carboxamide (Compound 6C, 278 mg, 1.01 mmol) and Compound 1E with diethyl (3-chloro-4-{[4-chloro-5-(trifluoromethyl)pyrimidin-2-yl]amino}benzyl)phosphonate (Compound 24C, 463 mg, 1.01 mmol) to afford 176 mg of the title compound (25%). 1H NMR (400 MHz, CD3OD) δ=8.64-8.79 (m, 1H), 8.55 (s, 1H), 8.44 (s, 1H), 8.35 (s, 1H), 7.73 (d, J=9.1 Hz, 1H), 7.65 (t, J=2.3 Hz, 1H),...